Dataset: the Open Reaction Database (ORD), a public repository of structured organic reaction records. Task: describe an organic reaction: reactants, conditions, products, and yield Starting materials: O1CCCC1.C1CO1 (ethylene oxide tetrahydrofuran), [Cl-].[NH4+] (ammonium chloride), 1, O1CCCC1.C[Mg]Br (Methyl magnesium bromide tetrahydrofuran), CC(CC#C)C (4-methylpentine). Run in O1CCCC1 (tetrahydrofuran). Conditions: time 1 hour. Yields the product CC(CC#CCCO)C (6-Methyl-3-heptin-1-ol). Reaction SMILES: [O:1]1[CH2:5][CH2:4][CH2:3][CH2:2]1.C[Mg]Br.[CH3:9][CH:10]([CH3:14])[CH2:11]C#C.O1CCCC1.C1OC1.[Cl-].[NH4+]>O1CCCC1>[CH3:9][CH:10]([CH3:14])[CH2:11][C:5]#[C:4][CH2:3][CH2:2][OH:1] |f:0.1,3.4,5.6|. Reported procedure: 22 ml of dry tetrahydrofuran and 25 ml of a 1 Methyl magnesium bromide tetrahydrofuran solution were added to a nitrogen-substituted flask, and thereafter, 2.9 ml of 4-methylpentine was slowly added dropwise to the mixed solution. The obtained solution was stirred at a room temperature for 1 hour, and thereafter, 25 ml of a 1.1 M ethylene oxide tetrahydrofuran solution was slowly added dropwise to the reaction solution at a room temperature. The obtained solution was further stirred at a room te...